From a dataset of the Open Reaction Database (ORD), a public repository of structured organic reaction records. describe an organic reaction: reactants, conditions, products, and yield Reported procedure: To a solution of 2-chloro-N1-(1-(4-chloro-3-fluorophenyl)-2-methylpropan-2-yl)benzene-1,4-diamine (408 mg, 1.25 mmol) in toluene (15 mL) was added trimethylaluminium (2.5 mL, 5.00 mmol, 2.0 M in toluene) dropwise under N2 and the mixture was stirred at rt for 30 min after addition was completed. A solution of (Z)-methyl 3-(2-(3-fluorophenoxy)acetamido)but-2-enoate (295 mg, 1.88 mmol) in toluene (5 mL) was added slowly and the resulting mixture was stirred at rt for 22 h. Trimethylaluminium (2.0 ... Starting materials: FC=1C=C(OCC(=O)N\C(=C/C(=O)OC)\C)C=CC1 ((Z)-methyl 3-(2-(3-fluorophenoxy)acetamido)but-2-enoate), ClC1=C(C=CC(=C1)N)NC(CC1=CC(=C(C=C1)Cl)F)(C)C (2-chloro-N1-(1-(4-chloro-3-fluorophenyl)-2-methylpropan-2-yl)benzene-1,4-diamine), C[Al](C)C (trimethylaluminium), N#N (N2), C[Al](C)C (Trimethylaluminium), FC=1C=C(OCC(=O)N\C(=C/C(=O)OC)\C)C=CC1 ((Z)-methyl 3-(2-(3-fluorophenoxy)acetamido)but-2-enoate). The solvent is C1(=CC=CC=C1)C (toluene), C1(=CC=CC=C1)C (toluene), C1(=CC=CC=C1)C (toluene). Conditions: time 30 minute. Reaction SMILES: [Cl:1][C:2]1[CH:7]=[C:6]([NH2:8])[CH:5]=[CH:4][C:3]=1[NH:9][C:10]([CH3:21])([CH3:20])[CH2:11][C:12]1[CH:17]=[CH:16][C:15]([Cl:18])=[C:14]([F:19])[CH:13]=1.C[Al](C)C.N#N.FC1C=C(C=CC=1)O[CH2:33][C:34]([NH:36]/[C:37](/[CH3:43])=[CH:38]\[C:39](OC)=[O:40])=O>C1(C)C=CC=CC=1>[Cl:1][C:2]1[CH:7]=[C:6]([N:8]2[C:39](=[O:40])[CH:38]=[C:37]([CH3:43])[N:36]=[C:34]2[CH3:33])[CH:5]=[CH:4][C:3]=1[NH:9][C:10]([CH3:21])([CH3:20])[CH2:11][C:12]1[CH:17]=[CH:16][C:15]([Cl:18])=[C:14]([F:19])[CH:13]=1. Yields the product ClC=1C=C(C=CC1NC(CC1=CC(=C(C=C1)Cl)F)(C)C)N1C(=NC(=CC1=O)C)C (3-(3-chloro-4-((1-(4-chloro-3-fluorophenyl)-2-methylpropan-2-yl)amino)phenyl)-2,6-dimethylpyrimidin-4(3H)-one). Isolated yield 33.7%. Starting materials: C1CCOC1, CCN(C(C)C)C(C)C, COC(=O)Cl, COc1ccc(CN(c2ccccn2)c2cc(Nc3ccc(F)c(N)c3)nn3c(C#N)cnc23)cc1. Product: COC(=O)Nc1cc(Nc2cc(N(Cc3ccc(OC)cc3)c3ccccn3)c3ncc(C#N)n3n2)ccc1F. As a reaction SMILES: [CH2:51]1[O:52][CH2:53][CH2:54][CH2:55]1.[CH:37]([N:38]([CH2:39][CH3:40])[CH:41]([CH3:42])[CH3:43])([CH3:44])[CH3:45].[Cl:46][C:47](=[O:48])[O:49][CH3:50].[NH2:1][c:2]1[cH:3][c:4]([NH:9][c:10]2[cH:11][c:12]([N:21]([c:22]3[n:23][cH:24][cH:25][cH:26][cH:27]3)[CH2:28][c:29]3[cH:30][cH:31][c:32]([O:35][CH3:36])[cH:33][cH:34]3)[c:13]3[n:14]([n:15]2)[c:16]([C:19]#[N:20])[cH:17][n:18]3)[cH:5][cH:6][c:7]1[F:8]>>[NH:1]([c:2]1[cH:3][c:4]([NH:9][c:10]2[cH:11][c:12]([N:21]([c:22]3[n:23][cH:24][cH:25][cH:26][cH:27]3)[CH2:28][c:29]3[cH:30][cH:31][c:32]([O:35][CH3:36])[cH:33][cH:34]3)[c:13]3[n:14]([n:15]2)[c:16]([C:19]#[N:20])[cH:17][n:18]3)[cH:5][cH:6][c:7]1[F:8])[C:47](=[O:48])[O:49][CH3:50].